From a dataset of the Open Reaction Database (ORD), a public repository of structured organic reaction records. describe an organic reaction: reactants, conditions, products, and yield Starting materials: C=CC(CCCC=C)=O (1,7-octadien-3-one), C=CC=C (butadiene), C=CC(CCCC=C)O (1,7-Octadien-3-ol), Compound ( III ). Solvent: C(C)(=O)O (acetic acid). Product: C(C)(=O)OC(C=C)CCCC=C (3-acetoxy-1,7-octadiene), Compound ( I ). RXN SMILES: [CH2:1]=[CH:2][CH:3]([OH:9])[CH2:4][CH2:5][CH2:6][CH:7]=[CH2:8].C=[CH:11][C:12](=[O:18])CCCC=C.C=CC=C>C(O)(=O)C>[C:12]([O:9][CH:3]([CH2:4][CH2:5][CH2:6][CH:7]=[CH2:8])[CH:2]=[CH2:1])(=[O:18])[CH3:11]. Procedure: 1,7-Octadien-3-ol, Compound (III), which is the starting material for preparing 1,7-octadien-3-one of this invention can easily be synthesized by dimerizing butadiene using a palladium complex as a catalyst in the presence of acetic acid to obtain 3-acetoxy-1,7-octadiene, Compound (I), and then hydrolyzing the same. (See Tetrahedron Letters, No. 26, page 2451, 1967 incorporated herein by reference which teaches the synthesis of 4-acetoxy-2,7-octadiene and 1-acetoxy-2,7-octadiene by dimerizing bu...